From a dataset of the Open Reaction Database (ORD), a public repository of structured organic reaction records. describe an organic reaction: reactants, conditions, products, and yield The solvent is C1(=CC=CC=C1)C (toluene). Reactants: O=C(CCC(=O)OCC)CCCCCCCCCCCCCC (ethyl γ-ketooctadecanoate), C(CO)O (ethylene glycol). Reaction SMILES: [O:1]=[C:2]([CH2:10][CH2:11][CH2:12][CH2:13][CH2:14][CH2:15][CH2:16][CH2:17][CH2:18][CH2:19][CH2:20][CH2:21][CH2:22][CH3:23])[CH2:3][CH2:4][C:5]([O:7][CH2:8][CH3:9])=O.[CH2:24]([OH:27])[CH2:25][OH:26]>C1(C)C=CC=CC=1.C1(C)C=CC(S(O)(=O)=O)=CC=1>[CH2:24]1[O:27][C:5]([O:7][CH2:8][CH3:9])([CH2:4][CH2:3][C:2](=[O:1])[CH2:10][CH2:11][CH2:12][CH2:13][CH2:14][CH2:15][CH2:16][CH2:17][CH2:18][CH2:19][CH2:20][CH2:21][CH2:22][CH3:23])[O:26][CH2:25]1. The reagents and catalysts are C1(=CC=C(C=C1)S(=O)(=O)O)C (p-toluenesulfonic acid). The product is C1COC(CCC(CCCCCCCCCCCCCC)=O)(OCC)O1 (ethyl γ-ketooctadecanoate ethylene ketal). Procedure: A mixture of 9.25 g (28 mmol) of ethyl γ-ketooctadecanoate and 9.00 g of ethylene glycol (145 mmol) was refluxed for 5 hours in 300 ml of toluene in the presence of a small amount of p-toluenesulfonic acid catalyst while removing water by means of Dean-Stark apparatus. The resulting mixture was washed with an aqueous saturated sodium bicarbonate solution and then with an aqueous saturated solution of sodium chloride. An oily product obtained by removing the solvent under reduced pressure was sub... The yield is 71.5%. The reactants are OCCSCC(C(C(=O)OCC)=NO)=O (Ethyl 4-(2-hydroxy-ethylthio)-2-hydroxyimino-3-oxobutyrate), C1(=CC=CC=C1)C (toluene), O.C1(=CC=C(C=C1)S(=O)(=O)O)C (para-toluenesulphonic acid monohydrate). Isolated yield 92.1%. Reaction conditions: time 15 minute. Solvent: O (water). RXN SMILES: O[CH2:2][CH2:3][S:4][CH2:5][C:6](=[O:15])[C:7](=[N:13][OH:14])[C:8]([O:10][CH2:11][CH3:12])=[O:9].C1(C)C=CC=CC=1.O.C1(C)C=CC(S(O)(=O)=O)=CC=1>O>[OH:14][N:13]=[C:7]([C:6]1[O:15][CH2:2][CH2:3][S:4][CH:5]=1)[C:8]([O:10][CH2:11][CH3:12])=[O:9] |f:2.3|. Procedure: Ethyl 4-(2-hydroxy-ethylthio)-2-hydroxyimino-3-oxobutyrate (321 g.) is dissolved in boiling toluene (3.2 liters) and para-toluenesulphonic acid monohydrate (26 g.) is then added. Vigorous boiling occurs, with liberation of water, which is removed in a Dean-Stark apparatus. The heating of the reaction mixture is continued for 15 minutes. After cooling, the toluene solution is filtered and washed three times with water (a total of 1.5 liters), then with a saturated sodium bicarbonate solution (200... The product is ON=C(C(=O)OCC)C=1OCCSC1 (Ethyl α-hydroxyimino(5,6-dihydro-1,4-oxathiin-2-yl)acetate).